The task is: describe an organic reaction: reactants, conditions, products, and yield. This data is from the Open Reaction Database (ORD), a public repository of structured organic reaction records. Starting materials: C(Cl)(Cl)Cl (CHCl3), ClCl (chlorine), N(=[N+]=[N-])C1=NC(=NC(=N1)N=[N+]=[N-])NNC1=NC(=NC(=N1)N=[N+]=[N-])N=[N+]=[N-] (4,4′,6,6′-tetra(azido)hydrazo-1,3,5-triazine). The solvent is O (H2O). The product is N(=[N+]=[N-])C1=NC(=NC(=N1)N=[N+]=[N-])N=NC1=NC(=NC(=N1)N=[N+]=[N-])N=[N+]=[N-] (4,4′,6,6′-tetra(azido)azo-1,3,5-triazine). As a reaction SMILES: [N:1]([C:4]1[N:9]=[C:8]([N:10]=[N+:11]=[N-:12])[N:7]=[C:6]([NH:13][NH:14][C:15]2[N:20]=[C:19]([N:21]=[N+:22]=[N-:23])[N:18]=[C:17]([N:24]=[N+:25]=[N-:26])[N:16]=2)[N:5]=1)=[N+:2]=[N-:3].C(Cl)(Cl)Cl.ClCl>O>[N:1]([C:4]1[N:9]=[C:8]([N:10]=[N+:11]=[N-:12])[N:7]=[C:6]([N:13]=[N:14][C:15]2[N:20]=[C:19]([N:21]=[N+:22]=[N-:23])[N:18]=[C:17]([N:24]=[N+:25]=[N-:26])[N:16]=2)[N:5]=1)=[N+:2]=[N-:3]. Procedure details: Briefly, 4,4′,6,6′-tetra(chloro)hydrazo-1,3,5-triazine (1) [9] reacts rapidly with an excess of hydrazine monohydrate in acetonitrile to give 4,4′,6,6′-tetra(hydrazino)-hydrazo-1,3,5-triazine (2). Compound (2) undergoes diazotization to yield 4,4′,6,6′-tetra(azido)hydrazo-1,3,5-triazine (3). A suspension of (3) in 1:2 (v/v) H2O:CHCl3 solution reacts with chlorine gas at room temperature to provide 4,4′,6,6′-tetra(azido)azo-1,3,5-triazine (4, TAAT).